From a dataset of the Open Reaction Database (ORD), a public repository of structured organic reaction records. describe an organic reaction: reactants, conditions, products, and yield The reactants are O=C(CC(=O)OC)C=1C=NC=CC1 (methyl 3-oxo-3-(pyridin-3-yl)propanoate), C(C1=CC=CC=C1)N (benzylamine), C(C)(C)(C)OO (tert-butyl hydroperoxide), S(=S)(=O)([O-])[O-].[Na+].[Na+] (Sodium thiosulphate), peroxide. The reagents and catalysts are [I-].C(CCC)[N+](CCCC)(CCCC)CCCC (tetrabutylammonium iodide). Solvent: C(C)(=O)OCC (ethyl acetate). Run at temperature 40 celsius, time 19 hour. Yields the product C1(=CC=CC=C1)C=1OC(=C(N1)C(=O)OC)C=1C=NC=CC1 (Methyl 2-phenyl-5-(pyridin-3-yl)oxazole-4-carboxylate). Isolated yield 178.9%. Reaction SMILES: [O:1]=[C:2]([C:8]1[CH:9]=[N:10][CH:11]=[CH:12][CH:13]=1)[CH2:3][C:4]([O:6][CH3:7])=[O:5].[CH2:14]([NH2:21])[C:15]1[CH:20]=[CH:19][CH:18]=[CH:17][CH:16]=1.C(OO)(C)(C)C.S([O-])([O-])(=O)=S.[Na+].[Na+]>C(OCC)(=O)C.[I-].C([N+](CCCC)(CCCC)CCCC)CCC>[C:15]1([C:14]2[O:1][C:2]([C:8]3[CH:9]=[N:10][CH:11]=[CH:12][CH:13]=3)=[C:3]([C:4]([O:6][CH3:7])=[O:5])[N:21]=2)[CH:20]=[CH:19][CH:18]=[CH:17][CH:16]=1 |f:3.4.5,7.8|. Reported procedure: To a solution of methyl 3-oxo-3-(pyridin-3-yl)propanoate (4 g, 22.3 mmol) in ethyl acetate (200 mL) were added at RT tetrabutylammonium iodide (1.65 g, 4.46 mmol), benzylamine (4.78 g, 4.87 mL, 44.6 mmol) and tert-butyl hydroperoxide (5.5M solution in decane, 16.2 mL, 89.3 mmol). The reaction mixture was stirred at 40° C. for 19 h. Sodium thiosulphate (10% aqueous solution, 200 mL) was added at RT and the reaction mixture was stirred for 10 min (until negative peroxide test). The aqueous phase w... Starting materials: CCCCCCCBr, CS(C)=O, Cl, [Na+], [OH-], O, O=C(O)c1ccc2cc(O)ccc2c1. Product: CCCCCCCOc1ccc2cc(C(=O)O)ccc2c1. As a reaction SMILES: [CH2:15]([CH2:16][CH2:17][CH2:18][CH2:19][CH2:20][CH3:21])[Br:22].[CH3:27][S:28](=[O:29])[CH3:30].[ClH:24].[Na+:26].[OH-:25].[OH2:23].[OH:1][c:2]1[cH:3][c:4]2[cH:5][cH:6][c:7]([C:12](=[O:13])[OH:14])[cH:8][c:9]2[cH:10][cH:11]1>>[O:1]([c:2]1[cH:3][c:4]2[cH:5][cH:6][c:7]([C:12](=[O:13])[OH:14])[cH:8][c:9]2[cH:10][cH:11]1)[CH2:15][CH2:16][CH2:17][CH2:18][CH2:19][CH2:20][CH3:21]. Reactants: IC1=C(C=CC=C1)S(=O)(=O)C (1-iodo-2-methanesulfonyl-benzene), COC(C1=CC(=CC=C1)CN(C(C#CC1=CC=CC=C1)=O)C1=CC=CC=C1)=O (3-{[phenyl-(3-phenyl propynoyl)-amino]-methyl}-benzoic acid methyl ester). Yields the product COC(C1=CC(=CC=C1)CN1C(/C(/C2=CC=CC=C12)=C(\C1=CC=CC=C1)/C1=C(C=CC=C1)S(=O)(=O)C)=O)=O (3-{3-[1-(2-Methanesulfonyl-phenyl)-1-phenyl-meth-(E)-ylidene]-2-oxo-2,3-dihydro-indol-1-ylmethyl}-benzoic acid methyl ester). Reaction SMILES: I[C:2]1[CH:7]=[CH:6][CH:5]=[CH:4][C:3]=1[S:8]([CH3:11])(=[O:10])=[O:9].[CH3:12][O:13][C:14](=[O:39])[C:15]1[CH:20]=[CH:19][CH:18]=[C:17]([CH2:21][N:22]([C:33]2[CH:38]=[CH:37][CH:36]=[CH:35][CH:34]=2)[C:23](=[O:32])[C:24]#[C:25][C:26]2[CH:31]=[CH:30][CH:29]=[CH:28][CH:27]=2)[CH:16]=1>>[CH3:12][O:13][C:14](=[O:39])[C:15]1[CH:20]=[CH:19][CH:18]=[C:17]([CH2:21][N:22]2[C:33]3[C:38](=[CH:37][CH:36]=[CH:35][CH:34]=3)/[C:24](=[C:25](\[C:2]3[CH:7]=[CH:6][CH:5]=[CH:4][C:3]=3[S:8]([CH3:11])(=[O:10])=[O:9])/[C:26]3[CH:27]=[CH:28][CH:29]=[CH:30][CH:31]=3)/[C:23]2=[O:32])[CH:16]=1. Procedure: The title compound was prepared in analogy to Example 5 starting from 1-iodo-2-methanesulfonyl-benzene (commercially available) and 3-{[phenyl-(3-phenyl propynoyl)-amino]-methyl}-benzoic acid methyl ester. 1H NMR (300 Hz, CDCl3): δppm 1.89 (s, 1.5H), 2.50 (s, 1.5H), 3.90 (s, 3H), 4.98 (dd, 2H), 5.98 (dd, 1H), 6.65-6.68 (m, 2H), 7.07 (m, 1H), 7.35-7.58 (m, 8H), 7.61 (t, 1H), 7.78 (t, 1H), 7.99 (d, 1H), 8.02 (d, 1H), 8.20 (d, 1H). Reactants: O.NN (hydrazine hydrate), ClC=1C=C(C=2C3=C(C(=NC2C1)O)C(OC3O)=O)Cl ((RS)-7,9-dichloro-1,4-dihydroxy-1,3-dihydro-furo[3,4-c]quinolin-3-one), C(C)(=O)OCC (ethyl acetate). Run in CS(=O)C (dimethyl sulphoxide). Run at time 89 hour. The product is ClC=1C=C(C=2C3=C(C(=NC2C1)O)C(NN=C3)=O)Cl (8,10-Dichloro-5-hydroxy-3,4-dihydro-pyridazino[4,5-c]quinolin-4-one). As a reaction SMILES: [Cl:1][C:2]1[CH:3]=[C:4]([Cl:18])[C:5]2[C:6]3[CH:15](O)[O:14][C:13](=O)[C:7]=3[C:8]([OH:12])=[N:9][C:10]=2[CH:11]=1.O.[NH2:20][NH2:21].C(OCC)(=O)C>CS(C)=O>[Cl:1][C:2]1[CH:3]=[C:4]([Cl:18])[C:5]2[C:6]3[CH:15]=[N:21][NH:20][C:13](=[O:14])[C:7]=3[C:8]([OH:12])=[N:9][C:10]=2[CH:11]=1 |f:1.2|. Procedure: 2.05 g (0.0072 mol) of (RS)-7,9-dichloro-1,4-dihydroxy-1,3-dihydro-furo[3,4-c]quinolin-3-one were dissolved in 20 ml of dimethyl sulphoxide while gassing with argon. 0.36 g (0.0072 mol) of hydrazine hydrate was added thereto and the mixture was stirred at room temperature for 89 hrs. The suspension obtained was treated with ethyl acetate, suction filtered and rinsed with ethyl acetate. Yield: 0.62 g (31%) of 8,10-dichloro-5-hydroxy-3,4-dihydro-pyridazino[4,5-c]quinolin-4-one as beige crystals; m...